This data is from the Open Reaction Database (ORD), a public repository of structured organic reaction records. The task is: describe an organic reaction: reactants, conditions, products, and yield The reactants are C[Al](C)C, Cc1ccccc1, CCCCCCC, CO, ClCCl, N#Cc1cc(-c2ccccc2)ccc1F, Nc1cccc(C2OCCCO2)c1. Product: N=C(Nc1cccc(C2OCCCO2)c1)c1cc(-c2ccccc2)ccc1F. Reaction SMILES: [CH3:14][Al:15]([CH3:16])[CH3:17].[CH3:33][c:34]1[cH:35][cH:36][cH:37][cH:38][cH:39]1.[CH3:40][CH2:41][CH2:42][CH2:43][CH2:44][CH2:45][CH3:46].[CH3:50][OH:51].[Cl:47][CH2:48][Cl:49].[F:18][c:19]1[c:20]([C:31]#[N:32])[cH:21][c:22](-[c:25]2[cH:26][cH:27][cH:28][cH:29][cH:30]2)[cH:23][cH:24]1.[O:1]1[CH:2]([c:7]2[cH:8][c:9]([NH2:10])[cH:11][cH:12][cH:13]2)[O:3][CH2:4][CH2:5][CH2:6]1>>[O:1]1[CH:2]([c:7]2[cH:8][c:9]([NH:10][C:31]([c:20]3[c:19]([F:18])[cH:24][cH:23][c:22](-[c:25]4[cH:26][cH:27][cH:28][cH:29][cH:30]4)[cH:21]3)=[NH:32])[cH:11][cH:12][cH:13]2)[O:3][CH2:4][CH2:5][CH2:6]1. Reported procedure: Cyclopropylmethanol (2.64 ml) was initially charged in DMF (35 ml), admixed under argon with sodium hydride (795 mg) and stirred at 40° C. for 1 h. Subsequently, 6-chloro-[1,2,4]triazolo[4,3-b]pyridazin-3-ylamine hydrobromide (W2.001; 1.66 g), dissolved in DMF (35 ml), were added dropwise. After 1 h, the mixture was admixed with water and extracted by shaking four times with dichloromethane. The combined organic phases were dried over magnesium sulfate and concentrated by rotary evaporation. The... Product: C1(CC1)COC=1C=CC=2N(N1)C(=NN2)N (6-Cyclopropylmethoxy-[1,2,4]triazolo[4,3-b]pyridazin-3-ylamine). RXN SMILES: [CH:1]1([CH2:4][OH:5])[CH2:3][CH2:2]1.[H-].[Na+].Br.Cl[C:10]1[CH:11]=[CH:12][C:13]2[N:14]([C:16]([NH2:19])=[N:17][N:18]=2)[N:15]=1.O>CN(C=O)C>[CH:1]1([CH2:4][O:5][C:10]2[CH:11]=[CH:12][C:13]3[N:14]([C:16]([NH2:19])=[N:17][N:18]=3)[N:15]=2)[CH2:3][CH2:2]1 |f:1.2,3.4|. Run at temperature 40 celsius, time 1 hour. Run in CN(C)C=O (DMF), CN(C)C=O (DMF). Reactants: Br.ClC=1C=CC=2N(N1)C(=NN2)N (6-chloro-[1,2,4]triazolo[4,3-b]pyridazin-3-ylamine hydrobromide), O (water), C1(CC1)CO (Cyclopropylmethanol), [H-].[Na+] (sodium hydride).